This data is from the Open Reaction Database (ORD), a public repository of structured organic reaction records. The task is: describe an organic reaction: reactants, conditions, products, and yield Reactants: C(CCC)N(S(=O)(=O)C1=CC(=CC=C1)C(F)(F)F)C1CCN(CC1)C(C(CC(C)C)NC)=O (N-1-butyl-N-[1-(4-methyl-2-methylaminopentanoyl)-piperidin-4-yl]-3-trifluoromethylbenzenesulfonamide), CO (methanol), C=O (paraformaldehyde), NaBH3(CN). The solvent is C(C)(=O)O (acetic acid). Run at time 20 hour. Yields the product C(CCC)N(S(=O)(=O)C1=CC(=CC=C1)C(F)(F)F)C1CCN(CC1)C(C(CC(C)C)NC)=O (N-1-butyl-N-[1-(4-methyl-2-methylaminopentanoyl)-piperidin-4-yl]-3-trifluoromethylbenzenesulfonamide), C1(CC1)N(S(=O)(=O)C1=CC(=CC=C1)C(F)(F)F)C1CCN(CC1)C(C(CC(C)C)N(C)C)=O (N-cyclopropyl-N-[1-(2-dimethylamino-4-methylpentanoyl)piperidin-4-yl]-3-trifluoromethyl-benzenesulfonamide). Isolated yield 10.0%. As a reaction SMILES: [CH2:1]([N:5]([CH:19]1[CH2:24][CH2:23][N:22]([C:25](=[O:33])[CH:26]([NH:31][CH3:32])[CH2:27][CH:28]([CH3:30])[CH3:29])[CH2:21][CH2:20]1)[S:6]([C:9]1[CH:14]=[CH:13][CH:12]=[C:11]([C:15]([F:18])([F:17])[F:16])[CH:10]=1)(=[O:8])=[O:7])[CH2:2][CH2:3][CH3:4].[CH3:34]O.C=O>C(O)(=O)C>[CH2:1]([N:5]([CH:19]1[CH2:24][CH2:23][N:22]([C:25](=[O:33])[CH:26]([NH:31][CH3:32])[CH2:27][CH:28]([CH3:30])[CH3:29])[CH2:21][CH2:20]1)[S:6]([C:9]1[CH:14]=[CH:13][CH:12]=[C:11]([C:15]([F:18])([F:16])[F:17])[CH:10]=1)(=[O:8])=[O:7])[CH2:2][CH2:3][CH3:4].[CH:1]1([N:5]([CH:19]2[CH2:20][CH2:21][N:22]([C:25](=[O:33])[CH:26]([N:31]([CH3:32])[CH3:34])[CH2:27][CH:28]([CH3:30])[CH3:29])[CH2:23][CH2:24]2)[S:6]([C:9]2[CH:14]=[CH:13][CH:12]=[C:11]([C:15]([F:18])([F:16])[F:17])[CH:10]=2)(=[O:8])=[O:7])[CH2:3][CH2:2]1. Reported procedure: A mixture of (2S) N-cyclopropyl-N-[1-(4-methyl-2-methylamino-pentanoyl)piperidin-4-yl]-3-trifluoromethylbenzenesulfonamide (see Example 10, 323 mg, 0.7 mmol), methanol (4 mL), paraformaldehyde (50 mg, 1.0 mmol), NaBH3(CN) (132 mg, 2 mmol), and acetic acid (0.01 mL) was shaken at room temperature for 20 hours. The solvents were removed under vacuum. The residue was dissolved in dichloromethane (15 mL), and treated with aqueous saturated K2CO3 (5 mL). The organic layer was separated, washed with b... Starting materials: C(/C=C/CCl)Cl (trans 1,4-dichlorobutene-2), C(CC(=O)OCC)(=O)OCC (diethyl malonate), [Cl-].C(CCCCCCC)(=O)C(C(CCCCCCC)=O)(C(CCCCCCC)=O)[NH3+] (tricaprylylmethylammonium chloride), solid, [OH-].[K+] (potassium hydroxide), [OH-].[K+] (KOH). The solvent is C(Cl)Cl (methylene chloride). Yields the product diethyl ester, C(=C)C1C(C1)(C(=O)O)C(=O)O (2-vinylcyclopropane-1,1-dicarboxylic acid). The yield is 76.8%. RXN SMILES: [OH-].[K+].[CH2:3](Cl)/[CH:4]=[CH:5]/[CH2:6]Cl.[C:9]([O:17]CC)(=[O:16])[CH2:10][C:11]([O:13]CC)=[O:12].[Cl-].C(C([NH3+])(C(=O)CCCCCCC)C(=O)CCCCCCC)(=O)CCCCCCC>C(Cl)Cl>[CH:4]([CH:5]1[CH2:6][C:10]1([C:9]([OH:17])=[O:16])[C:11]([OH:13])=[O:12])=[CH2:3] |f:0.1,4.5|. Procedure details: A reaction similar to that described in Example 6 was carried out using solid KOH on a larger scale as follows: To a stirred solution of 550 g (4.4 mol) trans 1,4-dichlorobutene-2, 640 g (4.0 mol) diethyl malonate, 80.7 g tricaprylylmethylammonium chloride in 2.4 liters methylene chloride were added over a one-hour period in small portions 498.7 g (8.0 mol) solid potassium hydroxide flakes (90%). The reaction was then heated to reflux for one hour. Potassium salts were removed by successive addi... Starting materials: BrC1=C(C=NC=C1)N(C(C1=CC(=CC(=C1)C(F)(F)F)C(F)(F)F)=O)C (N-(4-bromo-pyridin-3-yl)-N-methyl-3,5-bis-trifluoromethyl-benzamide), FC1=C(C=CC=C1)B(O)O (2-fluorophenylboronic acid), C(=O)([O-])[O-].[K+].[K+] (K2CO3). The reagents and catalysts are C=1C=CC(=CC1)[P](C=2C=CC=CC2)(C=3C=CC=CC3)[Pd]([P](C=4C=CC=CC4)(C=5C=CC=CC5)C=6C=CC=CC6)([P](C=7C=CC=CC7)(C=8C=CC=CC8)C=9C=CC=CC9)[P](C=1C=CC=CC1)(C=1C=CC=CC1)C=1C=CC=CC1 (Pd(PPh3)4). Solvent: O (water). Conditions: temperature 95 celsius. Yields the product FC1=C(C=CC=C1)C1=C(C=NC=C1)N(C(C1=CC(=CC(=C1)C(F)(F)F)C(F)(F)F)=O)C (N-[4-(2-Fluoro-phenyl)-pyridin-3-yl]-N-methyl-3,5-bis-trifluoromethyl-benzamide). Yield: 69.0%. As a reaction SMILES: Br[C:2]1[CH:7]=[CH:6][N:5]=[CH:4][C:3]=1[N:8]([CH3:25])[C:9](=[O:24])[C:10]1[CH:15]=[C:14]([C:16]([F:19])([F:18])[F:17])[CH:13]=[C:12]([C:20]([F:23])([F:22])[F:21])[CH:11]=1.[F:26][C:27]1[CH:32]=[CH:31][CH:30]=[CH:29][C:28]=1B(O)O.C([O-])([O-])=O.[K+].[K+]>O.C1C=CC([P]([Pd]([P](C2C=CC=CC=2)(C2C=CC=CC=2)C2C=CC=CC=2)([P](C2C=CC=CC=2)(C2C=CC=CC=2)C2C=CC=CC=2)[P](C2C=CC=CC=2)(C2C=CC=CC=2)C2C=CC=CC=2)(C2C=CC=CC=2)C2C=CC=CC=2)=CC=1>[F:26][C:27]1[CH:32]=[CH:31][CH:30]=[CH:29][C:28]=1[C:2]1[CH:7]=[CH:6][N:5]=[CH:4][C:3]=1[N:8]([CH3:25])[C:9](=[O:24])[C:10]1[CH:15]=[C:14]([C:16]([F:19])([F:18])[F:17])[CH:13]=[C:12]([C:20]([F:23])([F:22])[F:21])[CH:11]=1 |f:2.3.4,^1:46,48,67,86|. Reported procedure: A solution of N-(4-bromo-pyridin-3-yl)-N-methyl-3,5-bis-trifluoromethyl-benzamide (120 mg, 0.281 mmol), 2-fluorophenylboronic acid (472 mg, 0.337 mmol, CAS RN 1993-03-9) and K2CO3 (155 mg, 1.124 mmol) in a mixture of water:ethanol:toluene (10 mL; 0.5:1:3) was thoroughly degassed for 30 min at 25° C. under an atmosphere of argon in a sealed tube. Pd(PPh3)4 (32.5 mg, 0.0281 mmol, CAS RN 14221-01-3) was then added to the mixture, and continued degassing for another 15 min. The reaction mixture was ... Starting materials: FC(C(=O)O)(F)F (trifluoroacetic acid), BrC=1C=C2C(=NC=NC2=CC1)C=1SC(=CC1)C(OCC)OCC (6-bromo-4-(5-diethoxymethylthiophen-2-yl)quinazoline), O (water). Solvent: ClCCl (dichloromethane). Conditions: time 3 hour. Yields the product BrC=1C=C2C(=NC=NC2=CC1)C1=CC=C(S1)C=O (5-(6-Bromoquinazolin-4-yl)thiophen-2-carboaldehyde). Yield: 98.1%. As a reaction SMILES: [Br:1][C:2]1[CH:3]=[C:4]2[C:9](=[CH:10][CH:11]=1)[N:8]=[CH:7][N:6]=[C:5]2[C:12]1[S:13][C:14]([CH:17](OCC)[O:18]CC)=[CH:15][CH:16]=1.FC(F)(F)C(O)=O.O>ClCCl>[Br:1][C:2]1[CH:3]=[C:4]2[C:9](=[CH:10][CH:11]=1)[N:8]=[CH:7][N:6]=[C:5]2[C:12]1[S:13][C:14]([CH:17]=[O:18])=[CH:15][CH:16]=1. Procedure: 2.6 g of 6-bromo-4-(5-diethoxymethylthiophen-2-yl)quinazoline (compound in Production Example 380) was dissolved in 10 mL dichloromethane, then 5 mL trifluoroacetic acid was added thereto, and the mixture was stirred at room temperature for 3 hours, neutralized by adding water and a sodium bicarbonate solution, and extracted with dichloromethane. The organic layer was dried over anhydrous sodium sulfate, and the solvent was evaporated, whereby 2.07 g of the title compound was obtained as pale ye... The reactants are C(C1=CC=CC=C1)N(CC(COC1=CC=CC=2NC3=CC=CC=C3C12)O)C1CN(C1)S(=O)(=O)C1=CC=C(C=C1)OCCCC (1-{Benzyl-[1-(4-butoxy-benzenesulfonyl)-azetidin-3-yl]-amino}-3-(9H-carbazol-4-yloxy)-propan-2-ol), C(=O)[O-].[NH4+] (ammonium formate). Reagents/catalysts: [Pd] (Pd/C). The solvent is CO (methanol). The product is C(CCC)OC1=CC=C(C=C1)S(=O)(=O)N1CC(C1)NCC(COC1=CC=CC=2NC3=CC=CC=C3C12)O (1-[1-(4-Butoxy-benzenesulfonyl)-azetidin-3-ylamino]-3-(9H-carbazol-4-yloxy)-propan-2-ol). Yield: 89.1%. As a reaction SMILES: C([N:8]([CH:27]1[CH2:30][N:29]([S:31]([C:34]2[CH:39]=[CH:38][C:37]([O:40][CH2:41][CH2:42][CH2:43][CH3:44])=[CH:36][CH:35]=2)(=[O:33])=[O:32])[CH2:28]1)[CH2:9][CH:10]([OH:26])[CH2:11][O:12][C:13]1[C:25]2[C:24]3[C:19](=[CH:20][CH:21]=[CH:22][CH:23]=3)[NH:18][C:17]=2[CH:16]=[CH:15][CH:14]=1)C1C=CC=CC=1.C([O-])=O.[NH4+]>CO.[Pd]>[CH2:41]([O:40][C:37]1[CH:38]=[CH:39][C:34]([S:31]([N:29]2[CH2:28][CH:27]([NH:8][CH2:9][CH:10]([OH:26])[CH2:11][O:12][C:13]3[C:25]4[C:24]5[C:19](=[CH:20][CH:21]=[CH:22][CH:23]=5)[NH:18][C:17]=4[CH:16]=[CH:15][CH:14]=3)[CH2:30]2)(=[O:33])=[O:32])=[CH:35][CH:36]=1)[CH2:42][CH2:43][CH3:44] |f:1.2|. Reported procedure: To a solution of 1-{Benzyl-[1-(4-butoxy-benzenesulfonyl)-azetidin-3-yl]-amino}-3-(9H-carbazol-4-yloxy)-propan-2-ol (0.18 g, 0.3 mmol) in methanol (6 ml) was added ammonium formate (0.29 g, 4.5 mmol), and 0.045 g of 10% Pd/C. The mixture was stirred at reflux for 18 h. After cooling to room temperature, it was filtered through Celite. The solvent was evaporated and the residue triturated with isopropyl ether to give 0.14 g of a white solid; m.p. 81-84° C.; MS (ES) m/z 524.0 (MH+); HRMS (ES) Calcd... Starting materials: COC(=O)C(O)COCCO[Si](c1ccccc1)(c1ccccc1)C(C)(C)C, C[Al](C)C, Cc1ccccc1, Nc1ccccn1. Yields the product CC(C)(C)[Si](OCCOCC(O)C(=O)Nc1ccccn1)(c1ccccc1)c1ccccc1. As a reaction SMILES: [C:12]([CH3:13])([CH3:14])([CH3:15])[Si:16]([O:17][CH2:18][CH2:19][O:20][CH2:21][CH:22]([C:23](=[O:24])[O:25][CH3:26])[OH:27])([c:28]1[cH:29][cH:30][cH:31][cH:32][cH:33]1)[c:34]1[cH:35][cH:36][cH:37][cH:38][cH:39]1.[CH3:1][Al:2]([CH3:3])[CH3:4].[CH3:40][c:41]1[cH:42][cH:43][cH:44][cH:45][cH:46]1.[n:5]1[c:6]([NH2:11])[cH:7][cH:8][cH:9][cH:10]1>>[n:5]1[c:6]([NH:11][C:23]([CH:22]([CH2:21][O:20][CH2:19][CH2:18][O:17][Si:16]([C:12]([CH3:13])([CH3:14])[CH3:15])([c:28]2[cH:29][cH:30][cH:31][cH:32][cH:33]2)[c:34]2[cH:35][cH:36][cH:37][cH:38][cH:39]2)[OH:27])=[O:24])[cH:7][cH:8][cH:9][cH:10]1. Starting materials: C1(C=CCC1)ON=C(C(=O)O)C=1N=C(SC1)NC(C(F)(F)F)=O (2-(2-cyclopenten-1-yl)oxyimino-2-[2-(2,2,2-trifluoroacetamido)thiazol-4-yl]acetic acid), Cl.Cl.NC1[C@@H]2N(C=C(CS2)C[N+]2=CC=C(C=C2)C(=O)[O-])C1=O (N-[7-amino-3-cephem-3-ylmethyl]pyridinium-4-carboxylate dihydrochloride), C[Si](C)(C)CC(=O)N (trimethylsilylacetamide), C1(C=CCC1)ON=C(C(=O)NC1[C@@H]2N(C=C(CS2)C[N+]2=CC=C(C=C2)C(=O)[O-])C1=O)C=1N=C(SC1)NC(C(F)(F)F)=O (N-[7-[2-(2-cyclopenten-1-yl)oxyimino-2-{2-(2,2,2-trifluoroacetamido)thiazol-4-yl}acetamido]-3-cephem-3-ylmethyl]pyridinium-4-carboxylate), Cl.C1(C=CCCC1)ON ((2-cyclohexen-1-yl)oxyamine hydrochloride), Cl.C1(C=CCCC1)ON ((2-cyclohexen-1-yl)oxyamine hydrochloride), P(=O)(Cl)(Cl)Cl (phosphoryl chloride). Run in O1CCCC1 (tetrahydrofuran), O1CCCC1 (tetrahydrofuran), C(C)(=O)OCC (ethyl acetate), CN(C=O)C (N,N-dimethylformamide), O (water), C(C)(=O)OCC (ethyl acetate). Conditions: temperature 40 celsius. Yields the product C[N+](=CCl)C.[Cl-] (Vilsmeier reagent), C1(C=CCC1)ON=C(C(=O)NC1[C@@H]2N(C=C(CS2)C[N+]2=CC=C(C=C2)C(=O)[O-])C1=O)C=1N=C(SC1)N (N-[7-{2-(2-cyclopenten-1-yl)oxyimino-2-(2-amino-thiazol-4-yl)acetamido}-3-cephem-3-ylmethyl]pyridinium-4-carboxylate). As a reaction SMILES: P(Cl)(Cl)([Cl:3])=O.C1(ON=C(C2N=C(NC(=O)C(F)(F)F)SC=2)C(O)=O)CCC=C1.[ClH:29].C1(ON)CCCC=C1.Cl.Cl.NC1[C:58](=O)[N:43]2[CH:44]=C(C[N+]3C=CC(C([O-])=O)=CC=3)CS[C@H:42]12.C[Si](CC(N)=O)(C)C.[CH:68]1([O:73][N:74]=[C:75]([C:98]2[N:99]=[C:100]([NH:103]C(=O)C(F)(F)F)[S:101][CH:102]=2)[C:76]([NH:78][CH:79]2[C:96](=[O:97])[N:81]3[CH:82]=[C:83]([CH2:86][N+:87]4[CH:92]=[CH:91][C:90]([C:93]([O-:95])=[O:94])=[CH:89][CH:88]=4)[CH2:84][S:85][C@H:80]23)=[O:77])[CH2:72][CH2:71][CH:70]=[CH:69]1>O.C(OCC)(=O)C.O1CCCC1.CN(C)C=O>[CH3:42][N+:43]([CH3:58])=[CH:44][Cl:29].[Cl-:3].[CH:68]1([O:73][N:74]=[C:75]([C:98]2[N:99]=[C:100]([NH2:103])[S:101][CH:102]=2)[C:76]([NH:78][CH:79]2[C:96](=[O:97])[N:81]3[CH:82]=[C:83]([CH2:86][N+:87]4[CH:88]=[CH:89][C:90]([C:93]([O-:95])=[O:94])=[CH:91][CH:92]=4)[CH2:84][S:85][C@H:80]23)=[O:77])[CH2:72][CH2:71][CH:70]=[CH:69]1 |f:2.3,4.5.6,13.14|. Procedure: The solution of Vilsmeier reagent was prepared from dry N,N-dimethylformamide (0.48 g), phosphoryl chloride (1.0 g), ethyl acetate (4 ml) and tetrahydrofuran (15 ml) in a usual manner. To the solution was added 2-(2-cyclopenten-1-yl)oxyimino-2-[2-(2,2,2-trifluoroacetamido)thiazol-4-yl]acetic acid (syn isomer) (1.9 g) under ice cooling and the resulting solution was stirred for 30 minutes (Solution A). A mixture of N-[7-amino-3-cephem-3-ylmethyl]pyridinium-4-carboxylate dihydrochloride (2.0 g), t... The reactants are [Cl-].[NH4+] (ammonium chloride), [H-].[Na+] (sodium hydride), COC1=CC=C(C=C1)CCl (4-(chloromethyl)phenyl methyl ether), OC(C(=O)OC)(C)C (methyl 2-hydroxy-2-methylpropanoate). Solvent: CN(C)C=O (DMF). Run at time 2 hour. Yields the product COC1=CC=C(COC(C(=O)OC)(C)C)C=C1 (methyl 2-[(4-methoxybenzyl)oxy]-2-methylpropanoate). Reaction SMILES: [H-].[Na+].[OH:3][C:4]([CH3:10])([CH3:9])[C:5]([O:7][CH3:8])=[O:6].[CH3:11][O:12][C:13]1[CH:18]=[CH:17][C:16]([CH2:19]Cl)=[CH:15][CH:14]=1.[Cl-].[NH4+]>CN(C=O)C>[CH3:11][O:12][C:13]1[CH:18]=[CH:17][C:16]([CH2:19][O:3][C:4]([CH3:10])([CH3:9])[C:5]([O:7][CH3:8])=[O:6])=[CH:15][CH:14]=1 |f:0.1,4.5|. Procedure: To a mixture of 60% sodium hydride (2.30 g) and DMF (60.2 mL) was slowly added methyl 2-hydroxy-2-methylpropanoate (6.02 mL) under ice-cooling. Further, 4-(chloromethyl)phenyl methyl ether (7.83 mL) was added thereto, followed by stirring at room temperature for 2 hours. To the reaction mixture was added saturated aqueous ammonium chloride solution, followed by extraction with ethyl acetate. The organic layer was washed with saturated brine and dried over anhydrous sodium sulfate. The solvent wa...